From a dataset of the Open Reaction Database (ORD), a public repository of structured organic reaction records. describe an organic reaction: reactants, conditions, products, and yield The reactants are [H-].[Na+] (NaH), C(C)(=O)C1=CC2=C(O1)C(=CC=C2)OC(C)C2=CC=CC=C2 (2-acetyl-7-(1-phenylethoxy)benzo[b]furan), C(C)N(C(CP(=O)(O)O)=O)CC (N,N-diethylphosphonoacetamide), [NH4+].[Cl-] (NH4Cl). Run in C1CCOC1 (THF), C1CCOC1 (THF), C1CCOC1 (THF). Reaction conditions: time 6 hour. Product: C(C)N(C(\C=C(/C)\C=1OC2=C(C1)C=CC=C2OC(C)C2=CC=CC=C2)=O)CC ((E)-3-[7-(1-phenylethoxy)-benzofuran-2-yl]-but-2-enoic acid-diethylamide). Reaction SMILES: [H-].[Na+].[CH2:3]([N:5]([CH2:13][CH3:14])[C:6](=[O:12])[CH2:7]P(O)(O)=O)[CH3:4].[C:15]([C:18]1[O:22][C:21]2[C:23]([O:27][CH:28]([C:30]3[CH:35]=[CH:34][CH:33]=[CH:32][CH:31]=3)[CH3:29])=[CH:24][CH:25]=[CH:26][C:20]=2[CH:19]=1)(=O)[CH3:16].[NH4+].[Cl-]>C1COCC1>[CH2:3]([N:5]([CH2:13][CH3:14])[C:6](=[O:12])/[CH:7]=[C:15](/[C:18]1[O:22][C:21]2[C:23]([O:27][CH:28]([C:30]3[CH:35]=[CH:34][CH:33]=[CH:32][CH:31]=3)[CH3:29])=[CH:24][CH:25]=[CH:26][C:20]=2[CH:19]=1)\[CH3:16])[CH3:4] |f:0.1,4.5|. Reported procedure: While replacing with nitrogen, NaH (0.13 g, 0.0054 mol) was suspended in absolute THF (20 mL), and N,N-diethylphosphonoacetamide (1.36 g, 0.0054 mol)/absolute THF (10 mL) was added dropwise at 0° C. Then, 2-acetyl-7-(1-phenylethoxy)benzo[b]furan (1.0 g, 0.0036 mol)/absolute THF (20 mL) was added dropwise. After stirring for 6 h while allowing to warm to room temperature, the disappearance of the starting materials was confirmed by TLC. The reaction mixture was poured into saturated aqueous NH4Cl... Reactants: NC=1C(N(C=C(C1)Br)C)=O (3-Amino-5-bromo-1-methyl-1H-pyridin-2-one), C(C)(C)(C)C1=CC=C(C(=O)NC2=C(C(=CC=C2)B2OC(C(O2)(C)C)(C)C)C)C=C1 (4-tert-butyl-N-[2-methyl-3-(4,4,5,5-tetramethyl-[1,3,2]dioxaborolan-2-yl)-phenyl]-benzamide). The reagents and catalysts are C=1C=CC(=CC1)[P](C=2C=CC=CC2)(C=3C=CC=CC3)[Pd]([P](C=4C=CC=CC4)(C=5C=CC=CC5)C=6C=CC=CC6)([P](C=7C=CC=CC7)(C=8C=CC=CC8)C=9C=CC=CC9)[P](C=1C=CC=CC1)(C=1C=CC=CC1)C=1C=CC=CC1 (Pd(PPh3)4). Run in COCCOC (DME), C(=O)([O-])[O-].[Na+].[Na+] (Na2CO3). Run at temperature 95 celsius. Product: NC1=CC(=CN(C1=O)C)C=1C(=C(C=CC1)NC(C1=CC=C(C=C1)C(C)(C)C)=O)C (N-[3-(5-Amino-1-methyl-6-oxo-1,6-dihydro-pyridin-3-yl)-2-methyl-phenyl]-4-tert-butyl-benzamide). The yield is 71.9%. RXN SMILES: [NH2:1][C:2]1[C:3](=[O:10])[N:4]([CH3:9])[CH:5]=[C:6](Br)[CH:7]=1.[C:11]([C:15]1[CH:39]=[CH:38][C:18]([C:19]([NH:21][C:22]2[CH:27]=[CH:26][CH:25]=[C:24](B3OC(C)(C)C(C)(C)O3)[C:23]=2[CH3:37])=[O:20])=[CH:17][CH:16]=1)([CH3:14])([CH3:13])[CH3:12]>COCCOC.C([O-])([O-])=O.[Na+].[Na+].C1C=CC([P]([Pd]([P](C2C=CC=CC=2)(C2C=CC=CC=2)C2C=CC=CC=2)([P](C2C=CC=CC=2)(C2C=CC=CC=2)C2C=CC=CC=2)[P](C2C=CC=CC=2)(C2C=CC=CC=2)C2C=CC=CC=2)(C2C=CC=CC=2)C2C=CC=CC=2)=CC=1>[NH2:1][C:2]1[C:3](=[O:10])[N:4]([CH3:9])[CH:5]=[C:6]([C:24]2[C:23]([CH3:37])=[C:22]([NH:21][C:19](=[O:20])[C:18]3[CH:17]=[CH:16][C:15]([C:11]([CH3:12])([CH3:13])[CH3:14])=[CH:39][CH:38]=3)[CH:27]=[CH:26][CH:25]=2)[CH:7]=1 |f:3.4.5,^1:55,57,76,95|. Procedure details: A 48-mL sealed tube equipped with a magnetic stirring bar was charged with 3-amino-5-bromo-1-methyl-1H-pyridin-2-one (4) (0.10 g, 0.50 mmol), 4-tert-butyl-N-[2-methyl-3-(4,4,5,5-tetramethyl-[1,3,2]dioxaborolan-2-yl)-phenyl]-benzamide (0.24 g, 0.70 mmol), and Pd(PPh3)4 (0.030 g, 0.025 mmol) in DME (10 mL) and 1N Na2CO3 (5 mL). After the mixture was degassed for 15 min., it was heated at 95° C. for 16 h. Then, the reaction mixture was cooled to room temperature and poured into H2O (10 mL). To this... Starting materials: solution, C(C)(C)(C)OC(N(C(C)C)C(C)C)=N (O-tert-butyl-N, N-diisopropylisourea), CN1O[C@H](C[C@H]1C1=CC=C(C=C1)C#N)CC(=O)O ([2-methyl-3(S)-(4-cyanophenyl)-isoxazolidin-5(R)-yl]acetic acid). Reagents/catalysts: Cl[Cu] (CuCl). The solvent is C(Cl)Cl (CH2Cl2). Conditions: time 48 hour. The product is CN1O[C@H](C[C@H]1C1=CC=C(C=C1)C#N)CC(=O)OC(C)(C)C (t-Butyl [2-methyl-3(S)-(4-cyanophenyl)isoxazolidin-5(R)-yl]acetate). Yield: 93.0%. Reaction SMILES: [CH3:1][N:2]1[C@H:6]([C:7]2[CH:12]=[CH:11][C:10]([C:13]#[N:14])=[CH:9][CH:8]=2)[CH2:5][C@H:4]([CH2:15][C:16]([OH:18])=[O:17])[O:3]1.[C:19](OC(=N)N(C(C)C)C(C)C)([CH3:22])([CH3:21])[CH3:20]>C(Cl)Cl.Cl[Cu]>[CH3:1][N:2]1[C@H:6]([C:7]2[CH:12]=[CH:11][C:10]([C:13]#[N:14])=[CH:9][CH:8]=2)[CH2:5][C@H:4]([CH2:15][C:16]([O:18][C:19]([CH3:22])([CH3:21])[CH3:20])=[O:17])[O:3]1. Procedure details: To a solution of [2-methyl-3(S)-(4-cyanophenyl)-isoxazolidin-5(R)-yl]acetic acid (480 mg, 1.95 mmol) in CH2Cl2 (30 ml) cooled in an ice-water bath was added a 1.6M solution of O-tert-butyl-N, N-diisopropylisourea, cat. CuCl (3.7 ml). The resulting mixture was stirred at rt for 48 hrs. After filtration, the fitrate was concentrated in EtOAc and the residue dissolved in EtOAc. The EtOAc solution was washed with brine and then dried over Na2SO4. After contration, the residue was chromatographed wit...